From a dataset of the Open Reaction Database (ORD), a public repository of structured organic reaction records. describe an organic reaction: reactants, conditions, products, and yield Reactants: CCOC(=O)c1csc(CC)c1, CC(=O)O, O=C1CCC(=O)N1Cl. The product is CCOC(=O)c1cc(CC)sc1Cl. RXN SMILES: [CH2:9]([CH3:10])[O:11][C:12](=[O:13])[c:14]1[cH:15][s:16][c:17]([CH2:19][CH3:20])[cH:18]1.[CH3:21][C:22](=[O:23])[OH:24].[Cl:1][N:2]1[C:3](=[O:4])[CH2:5][CH2:6][C:7]1=[O:8]>>[Cl:1][c:15]1[c:14]([C:12]([O:11][CH2:9][CH3:10])=[O:13])[cH:18][c:17]([CH2:19][CH3:20])[s:16]1. Reactants: NC=1C=C2C(=CNC2=CC1)C1CCN(CC1)C (5-amino-3-(1-methylpiperidin-4-yl)-1H-indole), FC(C=1C=C(C(=O)O)C=CC1)(F)F (3-trifluoromethylbenzoic acid). Product: FC(C=1C=C(C(=O)NC=2C=C3C(=CNC3=CC2)C2CCN(CC2)C)C=CC1)(F)F (5-(3-trifluoromethylbenzoyl)amino-3-(1-methylpiperidin-4-yl)-1H-indole). Isolated yield 72.2%. Reaction SMILES: [NH2:1][C:2]1[CH:3]=[C:4]2[C:8](=[CH:9][CH:10]=1)[NH:7][CH:6]=[C:5]2[CH:11]1[CH2:16][CH2:15][N:14]([CH3:17])[CH2:13][CH2:12]1.[F:18][C:19]([F:30])([F:29])[C:20]1[CH:21]=[C:22]([CH:26]=[CH:27][CH:28]=1)[C:23](O)=[O:24]>>[F:18][C:19]([F:29])([F:30])[C:20]1[CH:21]=[C:22]([CH:26]=[CH:27][CH:28]=1)[C:23]([NH:1][C:2]1[CH:3]=[C:4]2[C:8](=[CH:9][CH:10]=1)[NH:7][CH:6]=[C:5]2[CH:11]1[CH2:16][CH2:15][N:14]([CH3:17])[CH2:13][CH2:12]1)=[O:24]. Procedure: Beginning with 7.0 mg (0.03 mMol) 5-amino-3-(1-methylpiperidin-4-yl)-1H-indole and 17.1 mg (0.09 mMol) 3-trifluoromethylbenzoic acid, 8.7 mg (72%) of the title compound were recovered.